From a dataset of the Open Reaction Database (ORD), a public repository of structured organic reaction records. describe an organic reaction: reactants, conditions, products, and yield The reactants are C(C)(C)(C)[SiH2]OC(C1=CC(=NC(=C1)NC1=CC=C(C=C1)OC(F)(F)F)NC1=CC(=C(C=C1)N1C=NC(=C1)C)OC)(C)C (4-(tert-Butyl-dimethyl-silanyloxymethyl)-N-[3-methoxy-4-(4-methyl-imidazol-1-yl)-phenyl]-N′-(4-trifluoromethoxy-phenyl)-pyridine-2,6-diamine), [F-].C(CCC)[N+](CCCC)(CCCC)CCCC (tetrabutyl ammonium fluoride). The solvent is O1CCCC1 (tetrahydrofurane). Run at temperature 20 celsius, time 2 hour. Product: COC=1C=C(C=CC1N1C=NC(=C1)C)NC1=NC(=CC(=C1)CO)NC1=CC=C(C=C1)OC(F)(F)F ([2-[3-Methoxy-4-(4-methyl-imidazol-1-yl)-phenylamino]-6-(4-trifluoromethoxy-phenylamino)-pyridin-4-yl]-methanol). Isolated yield 12.4%. As a reaction SMILES: C([SiH2][O:6][C:7](C)(C)[C:8]1[CH:13]=[C:12]([NH:14][C:15]2[CH:20]=[CH:19][C:18]([O:21][C:22]([F:25])([F:24])[F:23])=[CH:17][CH:16]=2)[N:11]=[C:10]([NH:26][C:27]2[CH:32]=[CH:31][C:30]([N:33]3[CH:37]=[C:36]([CH3:38])[N:35]=[CH:34]3)=[C:29]([O:39][CH3:40])[CH:28]=2)[CH:9]=1)(C)(C)C.[F-].C([N+](CCCC)(CCCC)CCCC)CCC>O1CCCC1>[CH3:40][O:39][C:29]1[CH:28]=[C:27]([NH:26][C:10]2[CH:9]=[C:8]([CH2:7][OH:6])[CH:13]=[C:12]([NH:14][C:15]3[CH:20]=[CH:19][C:18]([O:21][C:22]([F:24])([F:25])[F:23])=[CH:17][CH:16]=3)[N:11]=2)[CH:32]=[CH:31][C:30]=1[N:33]1[CH:37]=[C:36]([CH3:38])[N:35]=[CH:34]1 |f:1.2|. Reported procedure: 4-(tert-Butyl-dimethyl-silanyloxymethyl)-N-[3-methoxy-4-(4-methyl-imidazol-1-yl)-phenyl]-N′-(4-trifluoromethoxy-phenyl)-pyridine-2,6-diamine (50 mg, 0.083 mmol) was dissolved in 1 mL of tetrahydrofurane and tetrabutyl ammonium fluoride (44 mg, 0.17 mmol) were added. The mixture was stirred at 20° C. for 2 hours, concentrated in the rotatory evaporator and diluted with water. Extraction with ethyl acetate and purification by chromatography on amino-modified silica gel (Merck HPTLC Silica Gel 60 N... The reactants are NC1=NNC2=C1C(N(C=C2Br)C2=C(C=CC=C2)Cl)=O (3-amino-7-bromo-5-(2-chlorophenyl)-1,5-dihydro-4H-pyrazolo[4,3-c]pyridin-4-one), CC1(OB(OC1(C)C)B1OC(C(O1)(C)C)(C)C)C (4,4,4′,4′,5,5,5′,5′-octamethyl-2,2′-bi-1,3,2-dioxaborolane), (1,1′-bis(diphenylphosphino)ferrocene)dichloropalladium(II), C(C)(=O)[O-].[K+] (potassium acetate), BrC1=CC=C(C=N1)N1CCOCC1 (4-(6-bromopyridin-3-yl)morpholine), C([O-])([O-])=O.[Na+].[Na+] (sodium carbonate). Reagents/catalysts: C=1C=CC(=CC1)[P](C=2C=CC=CC2)(C=3C=CC=CC3)[Pd]([P](C=4C=CC=CC4)(C=5C=CC=CC5)C=6C=CC=CC6)([P](C=7C=CC=CC7)(C=8C=CC=CC8)C=9C=CC=CC9)[P](C=1C=CC=CC1)(C=1C=CC=CC1)C=1C=CC=CC1 (tetrakis(triphenylphosphine)palladium(0)). Solvent: CN(C=O)C (N,N-dimethylformamide), O (water). Reaction conditions: temperature 110 celsius, time 8 hour. Product: NC1=NNC2=C1C(N(C=C2C2=NC=C(C=C2)N2CCOCC2)C2=C(C=CC=C2)Cl)=O (3-amino-5-(2-chlorophenyl)-7-(5-(morpholin-4-yl)pyridin-2-yl)-1,5-dihydro-4H-pyrazolo[4,3-c]pyridin-4-one). Yield: 4.8%. Reaction SMILES: [NH2:1][C:2]1[C:6]2[C:7](=[O:19])[N:8]([C:12]3[CH:17]=[CH:16][CH:15]=[CH:14][C:13]=3[Cl:18])[CH:9]=[C:10](Br)[C:5]=2[NH:4][N:3]=1.CC1(C)C(C)(C)OB(B2OC(C)(C)C(C)(C)O2)O1.C([O-])(=O)C.[K+].Br[C:44]1[N:49]=[CH:48][C:47]([N:50]2[CH2:55][CH2:54][O:53][CH2:52][CH2:51]2)=[CH:46][CH:45]=1.C(=O)([O-])[O-].[Na+].[Na+]>C1C=CC([P]([Pd]([P](C2C=CC=CC=2)(C2C=CC=CC=2)C2C=CC=CC=2)([P](C2C=CC=CC=2)(C2C=CC=CC=2)C2C=CC=CC=2)[P](C2C=CC=CC=2)(C2C=CC=CC=2)C2C=CC=CC=2)(C2C=CC=CC=2)C2C=CC=CC=2)=CC=1.O.CN(C)C=O>[NH2:1][C:2]1[C:6]2[C:7](=[O:19])[N:8]([C:12]3[CH:17]=[CH:16][CH:15]=[CH:14][C:13]=3[Cl:18])[CH:9]=[C:10]([C:44]3[CH:45]=[CH:46][C:47]([N:50]4[CH2:51][CH2:52][O:53][CH2:54][CH2:55]4)=[CH:48][N:49]=3)[C:5]=2[NH:4][N:3]=1 |f:2.3,5.6.7,^1:65,67,86,105|. Procedure details: A mixture of 3-amino-7-bromo-5-(2-chlorophenyl)-1,5-dihydro-4H-pyrazolo[4,3-c]pyridin-4-one obtained in Step B of Example 18 (300 mg), 4,4,4′,4′,5,5,5′,5′-octamethyl-2,2′-bi-1,3,2-dioxaborolane (269 mg), (1,1′-bis(diphenylphosphino)ferrocene)dichloropalladium(II) (21.5 mg), potassium acetate (173 mg) and N,N-dimethylformamide (4.0 mL) was stirred overnight at 110° C. under argon atmosphere. The reaction mixture was cooled to room temperature, 4-(6-bromopyridin-3-yl)morpholine (430 mg), aqueous s... Reactants: OCCC(C)(SC1=C(C=C(C(=O)O)C=C1)[N+](=O)[O-])C (4-(4-hydroxy-2-methylbutan-2-ylthio)-3-nitrobenzoic acid), S(=O)(Cl)Cl (thionyl chloride), ClCCCl (DCE). Run at temperature 70 celsius, time 1 hour. Product: ClCCC(C)(SC1=C(C=C(C(=O)Cl)C=C1)[N+](=O)[O-])C (4-(4-chloro-2-methylbutan-2-ylthio)-3-nitrobenzoyl chloride). RXN SMILES: OC[CH2:3][C:4](C)([S:6][C:7]1[CH:15]=[CH:14][C:10]([C:11](O)=[O:12])=[CH:9][C:8]=1[N+:16]([O-:18])=[O:17])[CH3:5].S(Cl)([Cl:22])=O.Cl[CH2:25][CH2:26][Cl:27]>>[Cl:27][CH2:26][CH2:25][C:4]([CH3:5])([S:6][C:7]1[CH:15]=[CH:14][C:10]([C:11]([Cl:22])=[O:12])=[CH:9][C:8]=1[N+:16]([O-:18])=[O:17])[CH3:3]. Reported procedure: To a solution of 4-(4-hydroxy-2-methylbutan-2-ylthio)-3-nitrobenzoic acid (3.08 g, 10.8 mmol) in DCE (50 mL) was added thionyl chloride (2.365 mL, 32.4 mmol). The reaction was heated to 70° C. and stirred at that temperature for 1 hour. The solvent was removed under reduced pressure and the resulting oil was used without further purification. Reactants: C(=O)C=1SC=CC1OCC(CCCCCC)CCCC (2-formyl-3-(2-butyloctoxy)thiophene), S=C(N)C(N)=S (rubeanic acid). Run at temperature 200 celsius, time 5 hour. Product: C(CCC)C(COC1=C(SC=C1)C=1SC=2N=C(SC2N1)C=1SC=CC1OCC(CCCCCC)CCCC)CCCCCC (2,5-bis(3-(2-butyloctoxy)thiophene-2-yl)thiazolo[5,4-d]thiazole). Isolated yield 29.0%. As a reaction SMILES: [CH:1]([C:3]1[S:4][CH:5]=[CH:6][C:7]=1[O:8][CH2:9][CH:10]([CH2:17][CH2:18][CH2:19][CH3:20])[CH2:11][CH2:12][CH2:13][CH2:14][CH2:15][CH3:16])=O.[S:21]=[C:22]([C:24](=[S:26])[NH2:25])[NH2:23]>>[CH2:17]([CH:10]([CH2:11][CH2:12][CH2:13][CH2:14][CH2:15][CH3:16])[CH2:9][O:8][C:7]1[CH:6]=[CH:5][S:4][C:3]=1[C:1]1[S:21][C:22]2[N:23]=[C:1]([C:3]3[S:4][CH:5]=[CH:6][C:7]=3[O:8][CH2:9][CH:10]([CH2:17][CH2:18][CH2:19][CH3:20])[CH2:11][CH2:12][CH2:13][CH2:14][CH2:15][CH3:16])[S:26][C:24]=2[N:25]=1)[CH2:18][CH2:19][CH3:20]. Reported procedure: Under a nitrogen atmosphere, 2-formyl-3-(2-butyloctoxy)thiophene (7 g, 23.6 mmol) and rubeanic acid (1.42 g, 11.8 mmol) were added to a flask equipped with Dean-Stark, then heated to 200° C., and stirred for five hours. Then, the reaction mixture was extracted with chloroform, and an organic layer was washed with a saturated saline solution and water. The organic layer was dried with anhydrous magnesium sulfate, and, after filtration, the solvent was distilled off under reduced pressure. By sepa... Starting materials: NC(CC(C(=O)OCC)C)C1=C(C=CC=C1OC)OC (ethyl 4-amino-4-(2,6-dimethoxyphenyl)-2-methylbutanoate), FC(OC1=C(C=O)C=CC=C1)(F)F (2-(trifluoromethoxy)benzaldehyde). Yields the product COC1=C(C(=CC=C1)OC)C1CC(C(N1CC1=C(C=CC=C1)OC(F)(F)F)=O)C (5-(2,6-dimethoxyphenyl)-3-methyl-1-(2-(trifluoromethoxy)benzyl)pyrrolidin-2-one). RXN SMILES: [NH2:1][CH:2]([C:11]1[C:16]([O:17][CH3:18])=[CH:15][CH:14]=[CH:13][C:12]=1[O:19][CH3:20])[CH2:3][CH:4]([CH3:10])[C:5]([O:7]CC)=O.[F:21][C:22]([F:33])([F:32])[O:23][C:24]1[CH:31]=[CH:30][CH:29]=[CH:28][C:25]=1[CH:26]=O>>[CH3:18][O:17][C:16]1[CH:15]=[CH:14][CH:13]=[C:12]([O:19][CH3:20])[C:11]=1[CH:2]1[N:1]([CH2:26][C:25]2[CH:28]=[CH:29][CH:30]=[CH:31][C:24]=2[O:23][C:22]([F:21])([F:32])[F:33])[C:5](=[O:7])[CH:4]([CH3:10])[CH2:3]1. Procedure: Prepared according to the described general procedure 2 (GP2) by reaction of ethyl 4-amino-4-(2,6-dimethoxyphenyl)-2-methylbutanoate with commercially available 2-(trifluoromethoxy)benzaldehyde. Subsequent purification by preparative HPLC afforded the target compound. LC-MS (conditions A): tR=0.91 min.; [M+H]+: 410.01 g/mol. As a reaction SMILES: [Br:1][C:2]1[C:6]2=[N:7][CH:8]=[CH:9][CH:10]=[C:5]2[NH:4][N:3]=1.[CH2:11](I)[CH3:12].C([O-])([O-])=O.[K+].[K+].O>CN(C=O)C>[Br:1][C:2]1[C:6]2=[N:7][CH:8]=[CH:9][CH:10]=[C:5]2[N:4]([CH2:11][CH3:12])[N:3]=1 |f:2.3.4|. The reactants are O (water), BrC1=NNC=2C1=NC=CC2 (3-bromo-1H-pyrazolo[4,3-b]pyridine), C(C)I (EtI), C(=O)([O-])[O-].[K+].[K+] (K2CO3). Run at time 8 hour. Yields the product BrC1=NN(C=2C1=NC=CC2)CC (3-Bromo-1-ethyl-1H-pyrazolo[4,3-b]pyridine). Solvent: CN(C)C=O (DMF). Procedure: A suspension of 3-bromo-1H-pyrazolo[4,3-b]pyridine (2.22 g), EtI (1.08 mL), and K2CO3 (2.32 g) in DMF (15 mL) was stirred overnight at room temperature. The reaction mixture was poured into water and extracted with AcOEt. The extract was washed with water and brine, dried over MgSO4, and concentrated under reduced pressure. The residue purified by basic silica gel column chromatography (hexane/AcOEt) and crystallized from hexane/AcOEt to give the title compound (1.90 g).